Task: describe an organic reaction: reactants, conditions, products, and yield. Dataset: the Open Reaction Database (ORD), a public repository of structured organic reaction records Reactants: [BH4-].[Na+] (sodium tetrahydroborate), S1C2=C(C=C1)C=CC=C2C2=C(C=NC(=C2)F)C(C#N)(C)C (2-(4-benzo[b]thiophen-7-yl-6-fluoro-pyridin-3-yl)-2-methyl-propionitrile), ice water. The reagents and catalysts are [Cl-].[Cl-].[Cl-].[Cl-].[Zr+4] (zirconium tetrachloride). Run in C1CCOC1 (THF), C1CCOC1 (THF). Reaction conditions: time 8 hour. The product is S1C2=C(C=C1)C=CC=C2C2=C(C=NC(=C2)F)C(CN)(C)C (2-(4-(Benzo[b]thiophen-7-yl)-6-fluoropyridin-3-yl)-2-methylpropan-1-amine). The yield is 84.9%. Reaction SMILES: [BH4-].[Na+].[S:3]1[CH:7]=[CH:6][C:5]2[CH:8]=[CH:9][CH:10]=[C:11]([C:12]3[CH:17]=[C:16]([F:18])[N:15]=[CH:14][C:13]=3[C:19]([CH3:23])([CH3:22])[C:20]#[N:21])[C:4]1=2>C1COCC1.[Cl-].[Cl-].[Cl-].[Cl-].[Zr+4]>[S:3]1[CH:7]=[CH:6][C:5]2[CH:8]=[CH:9][CH:10]=[C:11]([C:12]3[CH:17]=[C:16]([F:18])[N:15]=[CH:14][C:13]=3[C:19]([CH3:23])([CH3:22])[CH2:20][NH2:21])[C:4]1=2 |f:0.1,4.5.6.7.8|. Procedure details: Dissolve sodium tetrahydroborate (296 mg, 7.83 mmol) and zirconium tetrachloride (684 mg, 2.9 mmol) in THF (1 mL) to form a milky solution. Add the solution of 2-(4-benzo[b]thiophen-7-yl-6-fluoro-pyridin-3-yl)-2-methyl-propionitrile (580 mg, 1.96 mmol) in THF (20 mL) under N2 at RT. Stir the mixture at RT overnight. Quench the reaction by pouring the mixture into an ice-water solution. Extract the mixture with chloroform/IPA (3/1). Basify the aqueous phase by adding diluted ammonium hydroxide an... Reactants: C(=O)([O-])[O-].[Na+].[Na+] (Na2CO3), CC1=C2C(=NC=C1)NC=N2 (7-methyl-3H-imidazo[4,5-b]pyridine), [O-][Mn](=O)(=O)=O.[K+] (KMnO4), [O-][Mn](=O)(=O)=O.[K+] (KMnO4). Solvent: O (water). Run at temperature 55 celsius, time 1 hour. Product: N1=CNC2=NC=CC(=C21)C(=O)O (3H-imidazo[4,5-b]pyridine-7-carboxylic acid). Isolated yield 40.0%. RXN SMILES: [C:1]([O-:4])([O-])=[O:2].[Na+].[Na+].C[C:8]1[CH:13]=[CH:12][N:11]=[C:10]2[NH:14][CH:15]=[N:16][C:9]=12.[O-][Mn](=O)(=O)=O.[K+]>O>[N:16]1[C:9]2[C:10](=[N:11][CH:12]=[CH:13][C:8]=2[C:1]([OH:4])=[O:2])[NH:14][CH:15]=1 |f:0.1.2,4.5|. Reported procedure: Na2CO3 (3.3 g, 1 eq, 31.5 mmol) and water (200 ml) are added to product 7-methyl-3H-imidazo[4,5-b]pyridine x176 (4.2 g, 31.5 mmol). The reaction mixture is heated until boiled, which caused its transformation into a solution. KMnO4 (12.5 g, 2.5 eq, 78.9 mmol) is added in small portions to the obtained boiling solution. After KMnO4 is added completely, the reaction mixture is additionally kept at 100° C. for 1 h and cooled to 50-60° C. MnO2 is filtered off, and the residue is additionally washed ... The reactants are [NH4+].[Cl-] (NH4Cl), [C-]#N.[Na+] (NaCN), FC=1N(C=C(N1)C=O)C(C1=CC=CC=C1)(C1=CC=CC=C1)C1=CC=CC=C1 (2-fluoro-4-formyl-1-triphenylmethylimidazole). Solvent: C1CCOC1 (THF), CCO (EtOH). Reaction conditions: time 5 minute. Product: NC(C=1N=C(N(C1)C(C1=CC=CC=C1)(C1=CC=CC=C1)C1=CC=CC=C1)F)C#N (4-(1-aminocyanomethyl)-2-fluoro-1-triphenylmethylimidazole). Reaction SMILES: [NH4+:1].[Cl-].[C-:3]#[N:4].[Na+].[F:6][C:7]1[N:8]([C:14]([C:27]2[CH:32]=[CH:31][CH:30]=[CH:29][CH:28]=2)([C:21]2[CH:26]=[CH:25][CH:24]=[CH:23][CH:22]=2)[C:15]2[CH:20]=[CH:19][CH:18]=[CH:17][CH:16]=2)[CH:9]=[C:10]([CH:12]=O)[N:11]=1>C1COCC1.CCO>[NH2:1][CH:12]([C:3]#[N:4])[C:10]1[N:11]=[C:7]([F:6])[N:8]([C:14]([C:27]2[CH:32]=[CH:31][CH:30]=[CH:29][CH:28]=2)([C:21]2[CH:26]=[CH:25][CH:24]=[CH:23][CH:22]=2)[C:15]2[CH:20]=[CH:19][CH:18]=[CH:17][CH:16]=2)[CH:9]=1 |f:0.1,2.3|. Procedure details: An aqueous solution of NH4Cl and NaCN was added to a solution of 2-fluoro-4-formyl-1-triphenylmethylimidazole in THF and EtOH. After stirring 2 hours at 20° and 5 minutes at 60°, the solution was evaporated and triturated with ether, to give 4-(1-aminocyanomethyl)-2-fluoro-1-triphenylmethylimidazole having the following n.m.r. in CDCl3 : 5.37 (s, 1H); 6.73 (s, 1H); 7.04-7.45 (m, 15H). The reactants are [Mg+]Cc1ccccc1, C1CCOC1, COc1ccc(C(=O)N(C)OC)c(C#CCC(C)C)c1, [Cl-]. The product is COc1ccc(C(=O)Cc2ccccc2)c(C#CCC(C)C)c1. As a reaction SMILES: [CH2:22]([c:23]1[cH:24][cH:25][cH:26][cH:27][cH:28]1)[Mg+:29].[CH2:30]1[O:31][CH2:32][CH2:33][CH2:34]1.[CH3:1][N:2]([C:3]([c:4]1[c:5]([C:12]#[C:13][CH2:14][CH:15]([CH3:16])[CH3:17])[cH:6][c:7]([O:10][CH3:11])[cH:8][cH:9]1)=[O:18])[O:19][CH3:20].[Cl-:21]>>[C:3]([c:4]1[c:5]([C:12]#[C:13][CH2:14][CH:15]([CH3:16])[CH3:17])[cH:6][c:7]([O:10][CH3:11])[cH:8][cH:9]1)(=[O:18])[CH2:22][c:23]1[cH:24][cH:25][cH:26][cH:27][cH:28]1.